This data is from the Open Reaction Database (ORD), a public repository of structured organic reaction records. The task is: describe an organic reaction: reactants, conditions, products, and yield Starting materials: CS(=O)(=O)O, CO, O=C(O)CC=Cc1ccccc1, COC(OC)OC. The product is COC(=O)CC=Cc1ccccc1. RXN SMILES: [CH3:13][S:14](=[O:15])(=[O:16])[OH:17].[CH3:18][OH:19].[CH:1](=[CH:2][c:3]1[cH:4][cH:5][cH:6][cH:7][cH:8]1)[CH2:9][C:10](=[O:11])[OH:12].[CH:20]([O:21][CH3:22])([O:23][CH3:24])[O:25][CH3:26]>>[CH:1](=[CH:2][c:3]1[cH:4][cH:5][cH:6][cH:7][cH:8]1)[CH2:9][C:10](=[O:11])[O:12][CH3:13]. Product: CN1C(=O)c2ccccc2CC1c1ccc(O)cc1. Starting materials: [Al+3], COc1ccc(C2Cc3ccccc3C(=O)N2C)cc1, [Cl-], [Cl-], [Cl-], O, c1ccccc1. Reaction SMILES: [Al+3:22].[CH3:1][O:2][c:3]1[cH:4][cH:5][c:6]([CH:9]2[N:10]([CH3:20])[C:11](=[O:19])[c:12]3[cH:13][cH:14][cH:15][cH:16][c:17]3[CH2:18]2)[cH:7][cH:8]1.[Cl-:21].[Cl-:23].[Cl-:24].[OH2:25].[cH:26]1[cH:27][cH:28][cH:29][cH:30][cH:31]1>>[OH:2][c:3]1[cH:4][cH:5][c:6]([CH:9]2[N:10]([CH3:20])[C:11](=[O:19])[c:12]3[cH:13][cH:14][cH:15][cH:16][c:17]3[CH2:18]2)[cH:7][cH:8]1. Starting materials: N1CCCCC1 (Piperidine), [I-].[K+] (potassium iodide), ClCC1CN2C(N(C(C=C2S1)=O)CCC)=O (2-chloromethyl-6-propyl-2,3-dihydro-5H-thiazolo[3,2-c]pyrimidine-5,7(6H)-dione). The solvent is C(C)O (ethanol). Run at temperature 60 celsius, time 42 hour. Yields the product C=C1CN2C(N(C(C=C2S1)=O)CCC)=O (2-Methylene-6-propyl-2,3-dihydro-5H-thiazolo[3,2-c]pyrimidine-5,7(6H)-dione). Isolated yield 64.0%. RXN SMILES: N1CCCCC1.[I-].[K+].Cl[CH2:10][CH:11]1[S:19][C:18]2[N:13]([C:14](=[O:24])[N:15]([CH2:21][CH2:22][CH3:23])[C:16](=[O:20])[CH:17]=2)[CH2:12]1>C(O)C>[CH2:10]=[C:11]1[S:19][C:18]2[N:13]([C:14](=[O:24])[N:15]([CH2:21][CH2:22][CH3:23])[C:16](=[O:20])[CH:17]=2)[CH2:12]1 |f:1.2|. Procedure details: Piperidine (0.66 g) and potassium iodide (0.1 g) were added to a solution of 2-chloromethyl-6-propyl-2,3-dihydro-5H-thiazolo[3,2-c]pyrimidine-5,7(6H)-dione (1g) in ethanol (20 ml). The reaction mixture was stirred at 60° C. for 42 hours. The reaction solution was concentrated to dryness, and the residue was dissolved in chloroform. After washing with water and drying, the organic layer was concentrated to dryness. The resulting residue was purified by column chromatography on silica gel. The res... Starting materials: C(C)(=O)NC=1SC(=CN1)C1=C(N2C(C(C2OC1)C=1SC=CC1)=O)NC(CC(=O)OC(C1=CC=CC=C1)C1=CC=CC=C1)=O (3-(2-acetylamino-thiazol-5-yl)-2-benzhydryloxycarbonyl-8-oxo-7-(thien-2-yl)-acetamido-5-oxa-1-azabicyclo[4.2.0]oct-2-ene). Run in C(=O)O (formic acid), C(C)O (ethanol). Yields the product C(C)(=O)NC=1SC(=CN1)C1=C(N2C(C(C2OC1)C=1SC=CC1)=O)NC(CC(=O)O)=O (3-(2-acetylamino-thiazol-5-yl)-2-carboxy-8-oxo-7-(thien-2-yl)-acetamido-5-oxa-1-azabicyclo[4.2.0]oct-2-ene). Yield: 16.4%. RXN SMILES: [C:1]([NH:4][C:5]1[S:6][C:7]([C:10]2[CH2:17][O:16][CH:15]3[N:12]([C:13](=[O:23])[CH:14]3[C:18]3[S:19][CH:20]=[CH:21][CH:22]=3)[C:11]=2[NH:24][C:25](=[O:43])[CH2:26][C:27]([O:29]C(C2C=CC=CC=2)C2C=CC=CC=2)=[O:28])=[CH:8][N:9]=1)(=[O:3])[CH3:2]>C(O)=O.C(O)C>[C:1]([NH:4][C:5]1[S:6][C:7]([C:10]2[CH2:17][O:16][CH:15]3[N:12]([C:13](=[O:23])[CH:14]3[C:18]3[S:19][CH:20]=[CH:21][CH:22]=3)[C:11]=2[NH:24][C:25](=[O:43])[CH2:26][C:27]([OH:29])=[O:28])=[CH:8][N:9]=1)(=[O:3])[CH3:2]. Reported procedure: A solution of 3-(2-acetylamino-thiazol-5-yl)-2-benzhydryloxycarbonyl-8-oxo-7-(thien-2-yl)-acetamido-5-oxa-1-azabicyclo[4.2.0]oct-2-ene (0.1 g) in formic acid (5 cc) is heated at 50° C. for 30 minutes, with stirring. The mixture is concentrated to dryness under reduced pressure (30 mm Hg; 4 kPa) at 50° C., and the residue is dissolved in ethanol (5 cc). The suspension obtained is stirred at 50° C. for 5 minutes and the solvent is evaporated under reduced pressure (30 mm Hg; 4 kPa) at 50° C.; this... The reactants are CN(C)C=O, Nc1nc(Cl)ccc1C(F)(F)F, Cl, [K+], O=[N+]([O-])c1cc([N+](=O)[O-])c(Cl)c(C(F)(F)F)c1, [OH-], O. Product: O=[N+]([O-])c1cc([N+](=O)[O-])c(Nc2nc(Cl)ccc2C(F)(F)F)c(C(F)(F)F)c1. As a reaction SMILES: [CH3:34][N:35]([CH3:36])[CH:37]=[O:38].[Cl:1][c:2]1[n:3][c:4]([NH2:12])[c:5]([C:8]([F:9])([F:10])[F:11])[cH:6][cH:7]1.[ClH:32].[K+:14].[N+:15](=[O:16])([O-:17])[c:18]1[c:19]([Cl:31])[c:20]([C:27]([F:28])([F:29])[F:30])[cH:21][c:22]([N+:24](=[O:25])[O-:26])[cH:23]1.[OH-:13].[OH2:33]>>[Cl:1][c:2]1[n:3][c:4]([NH:12][c:19]2[c:18]([N+:15](=[O:16])[O-:17])[cH:23][c:22]([N+:24](=[O:25])[O-:26])[cH:21][c:20]2[C:27]([F:28])([F:29])[F:30])[c:5]([C:8]([F:9])([F:10])[F:11])[cH:6][cH:7]1. Starting materials: CN1CCCCC1C1(CNC(=O)c2c(F)ccc(F)c2Cl)CN(C(=O)OC(C)(C)C)C1, ClCCl, O=C(O)C(F)(F)F. The product is CN1CCCCC1C1(CNC(=O)c2c(F)ccc(F)c2Cl)CNC1. As a reaction SMILES: [Cl:1][c:2]1[c:3]([C:4](=[O:5])[NH:6][CH2:7][C:8]2([CH:19]3[N:20]([CH3:25])[CH2:21][CH2:22][CH2:23][CH2:24]3)[CH2:9][N:10]([C:12]([O:13][C:14]([CH3:15])([CH3:16])[CH3:17])=[O:18])[CH2:11]2)[c:26]([F:31])[cH:27][cH:28][c:29]1[F:30].[Cl:39][CH2:40][Cl:41].[OH:32][C:33]([C:34]([F:35])([F:36])[F:37])=[O:38]>>[Cl:1][c:2]1[c:3]([C:4](=[O:5])[NH:6][CH2:7][C:8]2([CH:19]3[N:20]([CH3:25])[CH2:21][CH2:22][CH2:23][CH2:24]3)[CH2:9][NH:10][CH2:11]2)[c:26]([F:31])[cH:27][cH:28][c:29]1[F:30].